Task: describe an organic reaction: reactants, conditions, products, and yield. Dataset: the Open Reaction Database (ORD), a public repository of structured organic reaction records Starting materials: O=C([O-])[O-], ClCCl, CN1CCN(CCCn2c(N)nc3ccccc32)CC1, O=C(Cl)c1ccc(Cl)c(Cl)c1, Cl, [K+], [K+]. Product: CN1CCN(CCCn2c(NC(=O)c3ccc(Cl)c(Cl)c3)nc3ccccc32)CC1. As a reaction SMILES: [C:21](=[O:22])([O-:23])[O-:24].[CH2:39]([Cl:40])[Cl:41].[CH3:1][N:2]1[CH2:3][CH2:4][N:5]([CH2:8][CH2:9][CH2:10][n:11]2[c:12]([NH2:20])[n:13][c:14]3[c:15]2[cH:16][cH:17][cH:18][cH:19]3)[CH2:6][CH2:7]1.[Cl:27][c:28]1[cH:29][c:30]([C:31](=[O:32])[Cl:33])[cH:34][cH:35][c:36]1[Cl:37].[ClH:38].[K+:25].[K+:26]>>[CH3:1][N:2]1[CH2:3][CH2:4][N:5]([CH2:8][CH2:9][CH2:10][n:11]2[c:12]([NH:20][C:31]([c:30]3[cH:29][c:28]([Cl:27])[c:36]([Cl:37])[cH:35][cH:34]3)=[O:32])[n:13][c:14]3[c:15]2[cH:16][cH:17][cH:18][cH:19]3)[CH2:6][CH2:7]1. Starting materials: CCCC[N+](CCCC)(CCCC)CCCC, CC(C)C(=O)Nc1cccc(C2CCNCC2)c1, COC(CCCl)c1ccc(C)cc1, CCN(C(C)C)C(C)C, ClC(Cl)Cl, [I-], N, C1COCCO1. Yields the product COC(CCN1CCC(c2cccc(NC(=O)C(C)C)c2)CC1)c1ccc(C)cc1. RXN SMILES: [CH2:43]([N+:44]([CH2:45][CH2:46][CH2:47][CH3:48])([CH2:49][CH2:50][CH2:51][CH3:52])[CH2:53][CH2:54][CH2:55][CH3:56])[CH2:57][CH2:58][CH3:59].[CH3:14][CH:15]([C:16](=[O:17])[NH:18][c:19]1[cH:20][c:21]([CH:25]2[CH2:26][CH2:27][NH:28][CH2:29][CH2:30]2)[cH:22][cH:23][cH:24]1)[CH3:31].[CH3:1][O:2][CH:3]([CH2:4][CH2:5][Cl:6])[c:7]1[cH:8][cH:9][c:10]([CH3:13])[cH:11][cH:12]1.[CH:32]([N:33]([CH:34]([CH3:35])[CH3:36])[CH2:37][CH3:38])([CH3:39])[CH3:40].[Cl:66][CH:67]([Cl:68])[Cl:69].[I-:42].[NH3:41].[O:60]1[CH2:61][CH2:62][O:63][CH2:64][CH2:65]1>>[CH3:1][O:2][CH:3]([CH2:4][CH2:5][N:28]1[CH2:27][CH2:26][CH:25]([c:21]2[cH:20][c:19]([NH:18][C:16]([CH:15]([CH3:14])[CH3:31])=[O:17])[cH:24][cH:23][cH:22]2)[CH2:30][CH2:29]1)[c:7]1[cH:8][cH:9][c:10]([CH3:13])[cH:11][cH:12]1. The reactants are CCOC(=O)C (EtOAc), N1(CCOCC1)C=1C=C(C=CC1)CO ((3-morpholin-4-ylphenyl)methanol), C1CCC2=NCCCN2CC1 (DBU), C=1C=CC(=CC1)P(=O)(C=2C=CC=CC2)N=[N+]=[N-] (DPPA). The solvent is C1CCOC1 (THF). Reaction conditions: time 12 hour. Product: N(=[N+]=[N-])CC=1C=C(C=CC1)N1CCOCC1 (4-[3-(azidomethyl)phenyl]morpholine). Yield: 141.0%. As a reaction SMILES: [N:1]1([C:7]2[CH:8]=[C:9]([CH2:13]O)[CH:10]=[CH:11][CH:12]=2)[CH2:6][CH2:5][O:4][CH2:3][CH2:2]1.C1C=CC(P([N:29]=[N+:30]=[N-:31])(C2C=CC=CC=2)=O)=CC=1.C1CCN2C(=NCCC2)CC1.CCOC(C)=O>C1COCC1>[N:29]([CH2:13][C:9]1[CH:8]=[C:7]([N:1]2[CH2:6][CH2:5][O:4][CH2:3][CH2:2]2)[CH:12]=[CH:11][CH:10]=1)=[N+:30]=[N-:31]. Procedure: A solution of (3-morpholin-4-ylphenyl)methanol (0.10 g, 0.52 mmol), in THF (1.0 mL) was cooled to 0° C. and DPPA (0.13 mL, 0.62 mmol) was added, followed by DBU (0.093 mL, 0.62 mmol). The solution was allowed to warm to r.t. and stirred for 12 h. The solution was poured into EtOAc (100 mL) and this was washed with H2O (50 mL) and 5% HCl(aq) (50 mL). The organic layer was dried (Na2SO4), filtered and concentrated in vacuo to give 0.16 g (>100% yield) of 4-[3-(azidomethyl)phenyl]morpholine, (TLC: ... The reactants are CC(CC(=O)O)CCCCCCCCC(=O)O (3-methyldodecanedioic acid), [Cl-].C(C)OC(CCCCCCCC(=O)O)=O (azelaic acid ethyl ester chloride), C(C)OC(C=C(C)C)=O (dimethylacrylic acid ethyl ester). Yields the product CC(CC(=O)O)CCCCCCCCCC(=O)O (3-methyl-tridecanedioic acid). Reaction SMILES: [CH3:1][CH:2]([CH2:7][CH2:8][CH2:9][CH2:10][CH2:11][CH2:12][CH2:13][CH2:14][C:15](O)=O)[CH2:3][C:4]([OH:6])=[O:5].[Cl-].C([O:21][C:22](=[O:33])CCCCCCCC(O)=O)C.C(OC(=O)C=C(C)C)C>>[CH3:1][CH:2]([CH2:7][CH2:8][CH2:9][CH2:10][CH2:11][CH2:12][CH2:13][CH2:14][CH2:15][C:22]([OH:33])=[O:21])[CH2:3][C:4]([OH:6])=[O:5] |f:1.2|. Reported procedure: The starting material 3-methyl-tridecanedioic acid (m.p.68.5°-69.5° C.) is prepared, under the conditions described in Example 1 for the preparation of 3-methyldodecanedioic acid, from azelaic acid ethyl ester chloride and dimethylacrylic acid ethyl ester. RXN SMILES: [CH3:28][OH:29].[CH3:35].[Cl:1][c:2]1[c:3]([C:16]#[N:17])[cH:4][n:5][c:6]2[cH:7][c:8]([O:14][CH3:15])[c:9]([O:12][CH3:13])[cH:10][c:11]12.[N+:18](=[O:19])([O-:20])[c:21]1[cH:22][c:23]([NH2:24])[cH:25][cH:26][cH:27]1.[Na+:34].[O-:30][C:31]([OH:32])=[O:33]>>[c:2]1([NH:24][c:23]2[cH:22][c:21]([N+:18](=[O:19])[O-:20])[cH:27][cH:26][cH:25]2)[c:3]([C:16]#[N:17])[cH:4][n:5][c:6]2[cH:7][c:8]([O:14][CH3:15])[c:9]([O:12][CH3:13])[cH:10][c:11]12. Product: COc1cc2ncc(C#N)c(Nc3cccc([N+](=O)[O-])c3)c2cc1OC. Reactants: CO, [CH3], COc1cc2ncc(C#N)c(Cl)c2cc1OC, Nc1cccc([N+](=O)[O-])c1, [Na+], O=C([O-])O. Reactants: borohydrides, C1CCC2CCCC3CCCC1B23.[Li] (lithium perhydro-9b-boraphenalylhydride), C12(C(=O)CC(CC1)C2(C)C)C (camphor), ketones, ketones. Yields the product CC1(C2CCC1(C(C2)O)C)C (isoborneol). As a reaction SMILES: C1C2B3C(CCC2)CCCC3CC1.[Li].[C:15]12([CH3:25])[C:22]([CH3:24])([CH3:23])[CH:19]([CH2:20][CH2:21]1)[CH2:18][C:16]2=[O:17]>>[CH3:23][C:22]1([CH3:24])[C:15]2([CH3:25])[CH:16]([OH:17])[CH2:18][CH:19]1[CH2:20][CH2:21]2 |f:0.1,^1:13|. Procedure details: A particularly preferred embodiment of the present invention is the use of the borohydrides described herein for the hydrogenation of ketones. Thus, the present compounds further react with ketones to give a predominance of one isomer. For example, lithium perhydro-9b-boraphenalylhydride reacts with camphor to give a quantitative yield of 99% isoborneol. The same hydride reacts with 2-methyleyclopentanone to give cis-2-methylcyclopentanol of 94% epimeric purity. In contrast, sodium borohydride r...